This data is from the Open Reaction Database (ORD), a public repository of structured organic reaction records. The task is: describe an organic reaction: reactants, conditions, products, and yield Starting materials: C(C)(=O)OC1=C(C(=C(C(=C1)Cl)OC1=CC=C(C=C1)N)Cl)C (Methyl[3,5-dichloro-4-(4-aminophenoxy)phenyl] acetate), Cl[O-].[Ca+2].Cl[O-] (Calcium hypochlorite). Reagents/catalysts: C(C)(=O)O (acetic acid). Run in CC(=O)C (acetone), O (water). Conditions: temperature -15 celsius, time 2 hour. Product: C(C)(=O)OC1=C(C(=C(C(=C1)Cl)OC1=CC(=C(C=C1)N)Cl)Cl)C (methyl[3,5-dichloro-4-(4-amino-3-chlorophenoxy)phenyl] acetate). Isolated yield 48.1%. RXN SMILES: [Cl:1][O-].[Ca+2].Cl[O-].[C:6]([O:9][C:10]1[CH:15]=[C:14]([Cl:16])[C:13]([O:17][C:18]2[CH:23]=[CH:22][C:21]([NH2:24])=[CH:20][CH:19]=2)=[C:12]([Cl:25])[C:11]=1[CH3:26])(=[O:8])[CH3:7]>O.C(O)(=O)C.CC(C)=O>[C:6]([O:9][C:10]1[CH:15]=[C:14]([Cl:16])[C:13]([O:17][C:18]2[CH:23]=[CH:22][C:21]([NH2:24])=[C:20]([Cl:1])[CH:19]=2)=[C:12]([Cl:25])[C:11]=1[CH3:26])(=[O:8])[CH3:7] |f:0.1.2|. Reported procedure: Calcium hypochlorite (14 mg) was dissolved in a mixture of water (2 mL) and glacial acetic acid (one drop). Methyl[3,5-dichloro-4-(4-aminophenoxy)phenyl] acetate (35 mg) dissolved in acetone (2 mL) was added at −10° C. After stirring at −15° C. for 2 hours, the reaction mixture was concentrated and the residue partioned between sodium hydroxide (1 N) and ethyl acetate. After purification on column (silica gel, ethyl acetate/petrolium ether, 1:4), 17 mg (43%) of methyl[3,5-dichloro-4-(4-amino-3-c...